Dataset: the Open Reaction Database (ORD), a public repository of structured organic reaction records. Task: describe an organic reaction: reactants, conditions, products, and yield Reactants: COC(CN1C(=C(C2=CC(=CC=C12)F)CC1=C(C=C(C=C1)Cl)S(=O)(=O)C1=CC=CC=C1)C)=O ([3-(2-benzenesulfonyl-4-chlorobenzyl)-5-fluoro-2-methylindol-1-yl]acetic acid methyl ester), [OH-].[Li+] (lithium hydroxide). Solvent: O1CCCC1 (tetrahydrofuran). Reaction conditions: time 1 hour. Yields the product C1(=CC=CC=C1)S(=O)(=O)C1=C(CC2=C(N(C3=CC=C(C=C23)F)CC(=O)O)C)C=CC(=C1)Cl ([3-(2-benzenesulfonyl-4-chlorobenzyl)-5-fluoro-2-methylindol-1-yl]acetic acid). The yield is 96.5%. Reaction SMILES: C[O:2][C:3](=[O:33])[CH2:4][N:5]1[C:13]2[C:8](=[CH:9][C:10]([F:14])=[CH:11][CH:12]=2)[C:7]([CH2:15][C:16]2[CH:21]=[CH:20][C:19]([Cl:22])=[CH:18][C:17]=2[S:23]([C:26]2[CH:31]=[CH:30][CH:29]=[CH:28][CH:27]=2)(=[O:25])=[O:24])=[C:6]1[CH3:32].[OH-].[Li+]>O1CCCC1>[C:26]1([S:23]([C:17]2[CH:18]=[C:19]([Cl:22])[CH:20]=[CH:21][C:16]=2[CH2:15][C:7]2[C:8]3[C:13](=[CH:12][CH:11]=[C:10]([F:14])[CH:9]=3)[N:5]([CH2:4][C:3]([OH:33])=[O:2])[C:6]=2[CH3:32])(=[O:24])=[O:25])[CH:27]=[CH:28][CH:29]=[CH:30][CH:31]=1 |f:1.2|. Procedure: A solution of [3-(2-benzenesulfonyl-4-chlorobenzyl)-5-fluoro-2-methylindol-1-yl]acetic acid methyl ester (0.16 g) in tetrahydrofuran (5.0 mL) was treated with 1.0 M aqueous lithium hydroxide solution (0.5 mL), and the resulting mixture was stirred at room temperature for 1 hour. The mixture was concentrated under reduced pressure, pH adjusted to 4 by the addition of 0.1 M aqueous hydrochloric acid solution and extracted with ethyl acetate. The combined organic extract was washed with saturated a... Starting materials: [BH-](OC(=O)C)(OC(=O)C)OC(=O)C.[Na+] (NaBH(OAc)3), COC(C=1C=C(OC=2C=C(C=CC2)N)C=CC1[N+](=O)[O-])OC (3-(3-Dimethoxymethyl-4-nitro-phenoxy)-phenylamine), C1(CCCCC1)=O (cyclohexanone), [BH-](OC(=O)C)(OC(=O)C)OC(=O)C.[Na+] (NaBH(OAc)3), [OH-].[Na+] (NaOH). The solvent is ClCCCl (DCE). Reaction conditions: time 8 hour. The product is C1(CCCCC1)NC1=CC(=CC=C1)OC1=CC(=C(C=C1)[N+](=O)[O-])C(OC)OC (Cyclohexyl-[3-(3-dimethoxymethyl-4-nitro-phenoxy)-phenyl]-amine). RXN SMILES: [CH3:1][O:2][CH:3]([O:21][CH3:22])[C:4]1[CH:5]=[C:6]([CH:15]=[CH:16][C:17]=1[N+:18]([O-:20])=[O:19])[O:7][C:8]1[CH:9]=[C:10]([NH2:14])[CH:11]=[CH:12][CH:13]=1.[C:23]1(=O)[CH2:28][CH2:27][CH2:26][CH2:25][CH2:24]1.[BH-](OC(C)=O)(OC(C)=O)OC(C)=O.[Na+].[OH-].[Na+]>ClCCCl>[CH:23]1([NH:14][C:10]2[CH:11]=[CH:12][CH:13]=[C:8]([O:7][C:6]3[CH:15]=[CH:16][C:17]([N+:18]([O-:20])=[O:19])=[C:4]([CH:3]([O:2][CH3:1])[O:21][CH3:22])[CH:5]=3)[CH:9]=2)[CH2:28][CH2:27][CH2:26][CH2:25][CH2:24]1 |f:2.3,4.5|. Procedure details: 3-(3-Dimethoxymethyl-4-nitro-phenoxy)-phenylamine (0.0125 mol) was dissolved in DCE (150 mL), and cyclohexanone (0.0125 mol) was added, followed by NaBH(OAc)3 (0.0187 mol). The reaction mixture was stirred overnight at room temperature. Some extra NaBH(OAc)3 was added, and the reaction mixture was stirred overnight at room temperature. A 10% NaOH solution (150 mL) was added, and this mixture was extracted with diisopropyl ether. The separated organic layer was dried (MgSO4) and filtered, and the... The reactants are CCOC(C)=O, C=Cc1coc(C=Cc2ccccc2)n1, B1C2CCCC1CCC2, [Na+], C1CCOC1, [OH-], O, OO. The product is OCCc1coc(C=Cc2ccccc2)n1. RXN SMILES: [CH3:34][CH2:35][O:36][C:37](=[O:38])[CH3:39].[CH:10](=[CH:11][c:12]1[cH:13][cH:14][cH:15][cH:16][cH:17]1)[c:18]1[o:19][cH:20][c:21]([CH:23]=[CH2:24])[n:22]1.[CH:1]12[CH2:2][CH2:3][CH2:4][CH:5]([BH:6]1)[CH2:7][CH2:8][CH2:9]2.[Na+:26].[O:29]1[CH2:30][CH2:31][CH2:32][CH2:33]1.[OH-:25].[OH2:40].[OH:27][OH:28]>>[CH:10](=[CH:11][c:12]1[cH:13][cH:14][cH:15][cH:16][cH:17]1)[c:18]1[o:19][cH:20][c:21]([CH2:23][CH2:24][OH:25])[n:22]1. The reactants are COC(=O)c1cc(Cl)c(N)c(Cl)c1, O. The product is Nc1c(Cl)cccc1Cl. RXN SMILES: [Cl:1][c:2]1[cH:3][c:4]([C:5]([O:6][CH3:7])=[O:8])[cH:9][c:10]([Cl:13])[c:11]1[NH2:12].[OH2:14]>>[Cl:1][c:2]1[cH:3][cH:4][cH:9][c:10]([Cl:13])[c:11]1[NH2:12]. Reactants: C(C)(C)C1=C(N=CO1)C(=O)OC (5-isopropyl-4-methoxycarbonyloxazole), [OH-].[K+] (potassium hydroxide). Solvent: CO (methanol), O (water). The product is C(C)(C)C1=C(N=CO1)C(=O)O (5-isopropyl-4-oxazolecarboxylic acid). Isolated yield 85.0%. Reaction SMILES: [CH:1]([C:4]1[O:8][CH:7]=[N:6][C:5]=1[C:9]([O:11]C)=[O:10])([CH3:3])[CH3:2].[OH-].[K+]>CO.O>[CH:1]([C:4]1[O:8][CH:7]=[N:6][C:5]=1[C:9]([OH:11])=[O:10])([CH3:3])[CH3:2] |f:1.2|. Procedure details: 23.1 g of 5-isopropyl-4-methoxycarbonyloxazole are dissolved in a mixture of 200 ml of methanol and 200 ml of water, and 15.3 g of potassium hydroxide are added thereto. The mixture is stirred at room temperature over night, and condensed under reduced pressure to remove methanol. The residue is dissolved in water and the aqueous solution is adjusted to pH 2-3 with conc. hydrochloric acid. Said solution is extracted with ethyl acetate, and the extract is washed with water, dried and then evapora... The reactants are [Li]CCCC, C1CCOC1, CCCCCC, CCOC(=O)C1CCC1, CC(C)NC(C)C, C[Si](C)(C)Cl. Product: CCOC(O[Si](C)(C)C)=C1CCC1. Reaction SMILES: [CH2:1]([Li:2])[CH2:3][CH2:4][CH3:5].[CH2:27]1[O:28][CH2:29][CH2:30][CH2:31]1.[CH3:32][CH2:33][CH2:34][CH2:35][CH2:36][CH3:37].[CH:13]1([C:17](=[O:18])[O:19][CH2:20][CH3:21])[CH2:14][CH2:15][CH2:16]1.[CH:6]([NH:7][CH:8]([CH3:9])[CH3:10])([CH3:11])[CH3:12].[Cl:22][Si:23]([CH3:24])([CH3:25])[CH3:26]>>[C:13]1(=[C:17]([O:18][Si:23]([CH3:24])([CH3:25])[CH3:26])[O:19][CH2:20][CH3:21])[CH2:14][CH2:15][CH2:16]1.